From a dataset of the Open Reaction Database (ORD), a public repository of structured organic reaction records. describe an organic reaction: reactants, conditions, products, and yield The reactants are O=C(Cl)CCN1C(=O)c2ccccc2C1=O, O=C([O-])O, NN1C=Nc2ccccc2C1(O)c1ccccc1Cl, [Na+], C1CCOC1, c1ccncc1. Yields the product O=C(O)CCN1C(=O)c2ccccc2C1=O. As a reaction SMILES: [C:26]1(=[O:41])[c:27]2[c:28]([cH:37][cH:38][cH:39][cH:40]2)[C:29](=[O:36])[N:30]1[CH2:31][CH2:32][C:33](=[O:34])[Cl:35].[C:42](=[O:43])([OH:44])[O-:45].[NH2:1][N:2]1[C:3]([c:4]2[cH:5][cH:6][cH:7][cH:8][c:9]2[Cl:10])([OH:12])[c:11]2[c:13]([cH:14][cH:15][cH:16][cH:17]2)[N:18]=[CH:19]1.[Na+:46].[O:47]1[CH2:48][CH2:49][CH2:50][CH2:51]1.[cH:20]1[cH:21][cH:22][n:23][cH:24][cH:25]1>>[OH:12][C:33]([CH2:32][CH2:31][N:30]1[C:26](=[O:41])[c:27]2[c:28]([cH:37][cH:38][cH:39][cH:40]2)[C:29]1=[O:36])=[O:34]. RXN SMILES: [CH3:2][NH:3][C:4](=[O:5])[N:6]([N:7]=[CH:8][CH3:9])[c:10]1[s:11][c:12]([C:15]([F:16])([F:17])[F:18])[n:13][n:14]1.[ClH:1].[OH2:19]>>[CH3:2][NH:3][C:4](=[O:5])[N:6]([NH2:7])[c:10]1[s:11][c:12]([C:15]([F:16])([F:17])[F:18])[n:13][n:14]1. Reactants: CC=NN(C(=O)NC)c1nnc(C(F)(F)F)s1, Cl, O. Product: CNC(=O)N(N)c1nnc(C(F)(F)F)s1. Starting materials: FC(C(COCC1=CC=CC=C1)(O)COCC1=CC=CC=C1)(F)F (1,1,1-trifluoro-3-[(benzyl)oxy]-2-{[(benzyl)oxy]methyl}-2-propanol), [H][H] (hydrogen), CC=1C=C2C(=CC1C)N(C3=NC(=O)NC(=O)C3=N2)C[C@@H]([C@@H]([C@@H](CO)O)O)O (E101), [H][H] (hydrogen). Reagents/catalysts: [Pd] (palladium on carbon). Solvent: C(C)O (ethanol). Run at time 8 hour. Product: FC(C(CO)(CO)O)(F)F (2-(Trifluoromethyl)-1,2,3-propanetriol). The yield is 104.3%. Reaction SMILES: [F:1][C:2]([F:24])([F:23])[C:3]([CH2:14][O:15]CC1C=CC=CC=1)([OH:13])[CH2:4][O:5]CC1C=CC=CC=1.CC1C=C2N=C3C(=NC(NC3=O)=O)N(C[C@H](O)[C@H](O)[C@H](O)CO)C2=CC=1C.[H][H]>C(O)C.[Pd]>[F:1][C:2]([F:24])([F:23])[C:3]([OH:13])([CH2:14][OH:15])[CH2:4][OH:5]. Procedure details: A solution of 1,1,1-trifluoro-3-[(benzyl)oxy]-2-{[(benzyl)oxy]methyl}-2-propanol (98.9 g, 290.9 mmol) in ethanol (1750 ml) was added to 5% palladium on carbon (9.73 g, wet, Degussa, E101 No/W) under nitrogen. The mixture was then stirred under an atmosphere of hydrogen using a Wright valve in a 5 liter hydrogenation vessel. After approximately 3 hours most of the theoretical volume of hydrogen had been taken up. After stirring under hydrogen overnight (approximately a further 1 liter of hydrogen... Starting materials: N(=NC(=O)OC(C)(C)C)C(=O)OC(C)(C)C (di-tert-butyl azodicarboxylate), C(C)(C)(C)[Si](OC1=CC=C(C=C1)O)(C)C (4-(tert-butyl-dimethyl-silanyloxy)-phenol), C1(=CC=CC=C1)P(C1=CC=CC=C1)C1=CC=CC=C1 (triphenylphosphine), N(=NC(=O)OC(C)(C)C)C(=O)OC(C)(C)C (Di-tert-butyl azodicarboxylate), FC1=CC=C(C(=O)N2CCC3=C(CC2)OC(=N3)CO)C=C1 (6-(4-fluorobenzoyl)-5,6,7,8-tetrahydro-4H-oxazolo[4,5-d]azepine-2-methanol), C(C)(C)(C)[Si](OC1=CC=C(C=C1)O)(C)C (4-(tert-butyl-dimethyl-silanyloxy)-phenol), C1(=CC=CC=C1)P(C1=CC=CC=C1)C1=CC=CC=C1 (triphenylphosphine). The solvent is aqueous solution, [OH-].[Na+] (NaOH), C1CCOC1 (THF). Run at time 16 hour. Product: [Si](C)(C)(C(C)(C)C)OC1=CC=C(OCC=2OC=3CN(CCC3N2)C(=O)C2=CC=C(C=C2)F)C=C1 (2-[(4-{[tert-butyl(dimethyl)silyl]oxy}phenoxy)methyl]-5-[(4-fluorophenyl)carbonyl]-4,5,6,7-tetrahydro[1,3]oxazolo[5,4-c]pyridine). Yield: 151.9%. Reaction SMILES: N(C(OC(C)(C)C)=O)=NC(OC(C)(C)C)=O.[F:17][C:18]1[CH:37]=[CH:36][C:21]([C:22]([N:24]2[CH2:30]C[C:28]3[O:31][C:32]([CH2:34][OH:35])=[N:33][C:27]=3[CH2:26][CH2:25]2)=[O:23])=[CH:20][CH:19]=1.[C:38]([Si:42]([CH3:52])([CH3:51])[O:43][C:44]1[CH:49]=[CH:48][C:47](O)=[CH:46][CH:45]=1)([CH3:41])([CH3:40])[CH3:39].C1(P(C2C=CC=CC=2)C2C=CC=CC=2)C=CC=CC=1>C1COCC1.[OH-].[Na+]>[Si:42]([O:43][C:44]1[CH:45]=[CH:46][C:47]([O:35][CH2:34][C:32]2[O:31][C:28]3[CH2:30][N:24]([C:22]([C:21]4[CH:20]=[CH:19][C:18]([F:17])=[CH:37][CH:36]=4)=[O:23])[CH2:25][CH2:26][C:27]=3[N:33]=2)=[CH:48][CH:49]=1)([C:38]([CH3:41])([CH3:40])[CH3:39])([CH3:52])[CH3:51] |f:5.6|. Procedure: Di-tert-butyl azodicarboxylate (0.1 g, 0.43 mmol) was added to a stirred solution of 6-(4-fluorobenzoyl)-5,6,7,8-tetrahydro-4H-oxazolo[4,5-d]azepine-2-methanol (0.1 g, 0.36 mmol), 4-(tert-butyl-dimethyl-silanyloxy)-phenol (0.097 g, 0.43 mmol) and triphenylphosphine (0.114 g, 0.43 mmol) in THF (0.5 mL) at 0° C. The mixture was stirred at room temperature for 16 hours. Additional di-tert-butyl azodicarboxylate (0.1 g, 0.43 mmol), 4-(tert-butyl-dimethyl-silanyloxy)-phenol (0.097 g, 0.43 mmol) and t... Starting materials: O (H2O), ClCC1=CC=C(C=C1)C(=O)NC=1C=C(C=CC1NC(OC(C)(C)C)=O)C1=CC=CC=C1 (1,1-dimethylethyl [3-({[4-(chloromethyl)phenyl]carbonyl}amino)biphenyl-4-yl]carbamate), C1(C=2C(C(N1)=O)=CC=CC2)=O.[K] (potassium phthalimide), [I-].[K+] (potassium iodide). Solvent: CN(C)C=O (DMF). Yields the product O=C1N(C(C2=CC=CC=C12)=O)CC1=CC=C(C=C1)C(=O)NC=1C=C(C=CC1NC(OC(C)(C)C)=O)C1=CC=CC=C1 (1,1-dimethylethyl {3-[({4-[(1,3-dioxo-1,3-dihydro-2H-isoindol-2-yl)methyl]phenyl}carbonyl)amino]biphenyl-4-yl}carbamate). Reaction SMILES: Cl[CH2:2][C:3]1[CH:8]=[CH:7][C:6]([C:9]([NH:11][C:12]2[CH:13]=[C:14]([C:26]3[CH:31]=[CH:30][CH:29]=[CH:28][CH:27]=3)[CH:15]=[CH:16][C:17]=2[NH:18][C:19](=[O:25])[O:20][C:21]([CH3:24])([CH3:23])[CH3:22])=[O:10])=[CH:5][CH:4]=1.[C:32]1(=[O:42])[NH:36][C:35](=[O:37])[C:34]2=[CH:38][CH:39]=[CH:40][CH:41]=[C:33]12.[K].[I-].[K+].O>CN(C=O)C>[O:37]=[C:35]1[C:34]2[C:33](=[CH:41][CH:40]=[CH:39][CH:38]=2)[C:32](=[O:42])[N:36]1[CH2:2][C:3]1[CH:8]=[CH:7][C:6]([C:9]([NH:11][C:12]2[CH:13]=[C:14]([C:26]3[CH:31]=[CH:30][CH:29]=[CH:28][CH:27]=3)[CH:15]=[CH:16][C:17]=2[NH:18][C:19](=[O:25])[O:20][C:21]([CH3:24])([CH3:23])[CH3:22])=[O:10])=[CH:5][CH:4]=1 |f:1.2,3.4,^1:42|. Reported procedure: 1,1-dimethylethyl [3-({[4-(chloromethyl)phenyl]carbonyl}amino)biphenyl-4-yl]carbamate (20 g, 45.8 mmol), potassium phthalimide (9.33 g, 50.4 mmol) and potassium iodide (1.52 g, 9.15 mmol) were stirred in DMF (81 mL) at 50° C. overnight. Room temperature was attained, H2O was added and the products extracted into EtOAc (×2). The combined organic extracts were washed with brine, dried over MgSO4 and concentrated in vacuo. The residue was triturated in MeOH to give 1,1-dimethylethyl {3-[({4-[(1,3-d... The reactants are CC(C)(C)OC(=O)N1CC(CC#N)(n2cc(-c3ncnc4c3ccn4COCC[Si](C)(C)C)cn2)C1, ClCCl, Cl, C1COCCO1. Yields the product C[Si](C)(C)CCOCn1ccc2c(-c3cnn(C4(CC#N)CNC4)c3)ncnc21. RXN SMILES: [C:1](#[N:2])[CH2:3][C:4]1([n:15]2[n:16][cH:17][c:18](-[c:20]3[c:21]4[c:22]([n:23][cH:24][n:25]3)[n:26]([CH2:29][O:30][CH2:31][CH2:32][Si:33]([CH3:34])([CH3:35])[CH3:36])[cH:27][cH:28]4)[cH:19]2)[CH2:5][N:6]([C:8]([O:9][C:10]([CH3:11])([CH3:12])[CH3:13])=[O:14])[CH2:7]1.[Cl:44][CH2:45][Cl:46].[ClH:37].[O:38]1[CH2:39][CH2:40][O:41][CH2:42][CH2:43]1>>[C:1](#[N:2])[CH2:3][C:4]1([n:15]2[n:16][cH:17][c:18](-[c:20]3[c:21]4[c:22]([n:23][cH:24][n:25]3)[n:26]([CH2:29][O:30][CH2:31][CH2:32][Si:33]([CH3:34])([CH3:35])[CH3:36])[cH:27][cH:28]4)[cH:19]2)[CH2:5][NH:6][CH2:7]1. The reactants are BrC=1C=CC(=C(C=O)C1)OC[C@@H]1OC1 (5-bromo-2-[(2R)-oxiran-2-ylmethoxy]benzaldehyde), C1=CC(=CC(=C1)Cl)C(=O)OO (m-CPBA), ( 77 ), ( 98 ). Solvent: C(Cl)Cl (DCM). Product: C(=O)OC1=C(C=CC(=C1)Br)OC[C@@H]1OC1 (5-BROMO-2-[(2R)-OXIRAN-2-YLMETHOXY]PHENYL FORMATE). As a reaction SMILES: [Br:1][C:2]1[CH:3]=[CH:4][C:5]([O:10][CH2:11][C@H:12]2[CH2:14][O:13]2)=[C:6]([CH:9]=1)C=O.C1C=C(Cl)C=C([C:22]([O:24]O)=[O:23])C=1>C(Cl)Cl>[CH:22]([O:24][C:6]1[CH:9]=[C:2]([Br:1])[CH:3]=[CH:4][C:5]=1[O:10][CH2:11][C@H:12]1[CH2:14][O:13]1)=[O:23]. Reported procedure: Preparation according to Preparation 2 using 5-bromo-2-[(2R)-oxiran-2-ylmethoxy]benzaldehyde (6.8 g, 26 mmol), DCM (75 ml) and m-CPBA (77%, 8.9 g, 39.5 mmol). Crude yield: 7.0 g. MS m/z (rel. intensity, 70 eV) 274 (M+, 10), 273 (M+, 9), 189 (98), 188 (bp), 57 (77). The reactants are BrC=1C=CC=C2C=CC(=NC12)C1=CC=CC=C1 (8-bromo-2-phenylquinoline), C(CCC)[Sn](C(=C)OCC)(CCCC)CCCC (tributyl (1-ethoxyvinyl)stannane). Product: C(C)OC(=C)C=1C=CC=C2C=CC(=NC12)C1=CC=CC=C1 (8-(1-ethoxyvinyl)-2-phenylquinoline). Reaction conditions: temperature 80 celsius. Solvent: C1(=CC=CC=C1)C (toluene). Reagents/catalysts: Cl[Pd]([P](C1=CC=CC=C1)(C2=CC=CC=C2)C3=CC=CC=C3)([P](C4=CC=CC=C4)(C5=CC=CC=C5)C6=CC=CC=C6)Cl (PdCl2(PPh3)2). Reported procedure: In a sealed tube, to the suspension of 8-bromo-2-phenylquinoline (0.1 g, 0.352 mmol) in toluene (5 mL) was added PdCl2(PPh3)2 (0.012 g, 0.017 mmol) and tributyl (1-ethoxyvinyl)stannane (0.15 g, 0.422 mmol) under N2. The reaction was heated at 80° C. for 12 h, then cooled to RT. The solvent was removed and the crude material was used in the next step without further purification. RXN SMILES: Br[C:2]1[CH:3]=[CH:4][CH:5]=[C:6]2[C:11]=1[N:10]=[C:9]([C:12]1[CH:17]=[CH:16][CH:15]=[CH:14][CH:13]=1)[CH:8]=[CH:7]2.C([Sn](CCCC)(CCCC)[C:23]([O:25][CH2:26][CH3:27])=[CH2:24])CCC>C1(C)C=CC=CC=1.Cl[Pd](Cl)([P](C1C=CC=CC=1)(C1C=CC=CC=1)C1C=CC=CC=1)[P](C1C=CC=CC=1)(C1C=CC=CC=1)C1C=CC=CC=1>[CH2:26]([O:25][C:23]([C:2]1[CH:3]=[CH:4][CH:5]=[C:6]2[C:11]=1[N:10]=[C:9]([C:12]1[CH:17]=[CH:16][CH:15]=[CH:14][CH:13]=1)[CH:8]=[CH:7]2)=[CH2:24])[CH3:27] |^1:45,64|.